Dataset: the Open Reaction Database (ORD), a public repository of structured organic reaction records. Task: describe an organic reaction: reactants, conditions, products, and yield The reactants are C(=O)(OCC)CC=P(C1=CC=CC=C1)(C1=CC=CC=C1)C1=CC=CC=C1 ((carbethoxyethylidene)triphenylphosphorane), C(C)(=O)[O-].[Na+] (sodium acetate), BrC(C(=O)C(F)(F)F)Br (1,1-dibromo-3,3,3-trifluoroacetone), FC1=C(C=C(C(=C1)Cl)OC(C)C)NN (2-fluoro-4-chloro-5-isopropoxyphenylhydrazine). The solvent is O (water), C(C)OCC (diethyl ether). Conditions: temperature 70 celsius, time 20 minute. The product is FC1=C(C=C(C(=C1)Cl)OC(C)C)N1N=CC(=C(C1=O)C)C(F)(F)F (2-[2-fluoro-4-chloro-5-isopropoxyphenyl]-4-methyl-5-trifluoromethylpyridazin-3-one). Reaction SMILES: C([O-])(=O)C.[Na+].Br[CH:7](Br)[C:8]([C:10]([F:13])([F:12])[F:11])=O.[F:15][C:16]1[CH:21]=[C:20]([Cl:22])[C:19]([O:23][CH:24]([CH3:26])[CH3:25])=[CH:18][C:17]=1[NH:27][NH2:28].[C:29]([CH2:34][CH:35]=P(C1C=CC=CC=1)(C1C=CC=CC=1)C1C=CC=CC=1)(OCC)=[O:30]>C(OCC)C.O>[F:15][C:16]1[CH:21]=[C:20]([Cl:22])[C:19]([O:23][CH:24]([CH3:26])[CH3:25])=[CH:18][C:17]=1[N:27]1[C:29](=[O:30])[C:34]([CH3:35])=[C:8]([C:10]([F:13])([F:12])[F:11])[CH:7]=[N:28]1 |f:0.1|. Procedure details: To a solution of 5.3 g (53.3 mmol) of sodium acetate mixed with about 100 ml of water was added under ice cooling 6.6 g (24.3 mmol) of 1,1-dibromo-3,3,3-trifluoroacetone, and the mixture was stirred at 70° C. for 20 minutes. The reaction mixture was cooled to room temperature, to which a solution of 5.8 g (21.5 mmol) of 2-fluoro-4-chloro-5-isopropoxyphenylhydrazine dissolved in about 20 ml of diethyl ether was added, and the mixture was stirred at room temperature for 1 hour. The ether layer was... Reaction SMILES: [CH3:1][C@H:2]([NH2:9])[C:3]1[CH:8]=[CH:7][CH:6]=[CH:5][CH:4]=1.[CH:10](OCC)=[O:11]>>[CH3:1][C@H:2]([NH:9][CH:10]=[O:11])[C:3]1[CH:8]=[CH:7][CH:6]=[CH:5][CH:4]=1. Reaction conditions: temperature 55 celsius. The reactants are C[C@@H](C1=CC=CC=C1)N ((S)-(−)-α-Methylbenzylamine), C(=O)OCC (ethyl formate). Reported procedure: (S)-(−)-α-Methylbenzylamine (1 molar eq., Aldrich) was treated with ethyl formate (80 molar eq.; Aldrich). A precipitate formed immediately. The suspension was heated to reflux (55° C.) for 3 hours. The precipitate went into solution upon heating. The solution was cooled to ambient temperature and concentrated via rotary evaporation. The resultant solid was used without purification. Product: C[C@@H](C1=CC=CC=C1)NC=O ((S)-(−)-α-Methylbenzyl formamide). The reactants are C(C)OC(=O)C1=C(C2=C(C=N1)N=C(S2)C=2C=NC=CC2)O (7-hydroxy-2-pyridin-3-yl-thiazolo[4,5-c]pyridine-6-carboxylic acid ethyl ester), NCC(=O)O (glycine). The solvent is C[O-].[Na+].CO (sodium methoxide methanol). The product is OC=1C2=C(C=NC1C(=O)NCC(=O)O)N=C(S2)C=2C=NC=CC2 ([(7-Hydroxy-2-pyridin-3-yl-thiazolo[4,5-c]pyridine-6-carbonyl)-amino]-acetic acid). Isolated yield 57.2%. Reaction SMILES: C(O[C:4]([C:6]1[N:11]=[CH:10][C:9]2[N:12]=[C:13]([C:15]3[CH:16]=[N:17][CH:18]=[CH:19][CH:20]=3)[S:14][C:8]=2[C:7]=1[OH:21])=[O:5])C.[NH2:22][CH2:23][C:24]([OH:26])=[O:25]>C[O-].[Na+].CO>[OH:21][C:7]1[C:8]2[S:14][C:13]([C:15]3[CH:16]=[N:17][CH:18]=[CH:19][CH:20]=3)=[N:12][C:9]=2[CH:10]=[N:11][C:6]=1[C:4]([NH:22][CH2:23][C:24]([OH:26])=[O:25])=[O:5] |f:2.3.4|. Procedure details: A mixture of 7-hydroxy-2-pyridin-3-yl-thiazolo[4,5-c]pyridine-6-carboxylic acid ethyl ester (27 mg, 0.09 mmol) and glycine (169 mg, 1.80 mmol) in 0.5 M sodium methoxide/methanol (4.5 mL) was refluxed for 3 days before it was cooled to room temperature and concentrated in vacuo. It was dissolved in water (15 mL) and extracted twice with methyl t-butyl ether. The remaining aqueous layer was acidified to pH=3 with 1N HCl (3.3 mL). The solid precipitate was filtered, washed with water and dried in v...